Dataset: the Open Reaction Database (ORD), a public repository of structured organic reaction records. Task: describe an organic reaction: reactants, conditions, products, and yield Reactants: C(C)OC(=O)C1=C(SC=C1)NC=O (2-formylaminothiophene-3-carboxylic acid ethyl ester), C(=O)[O-].[NH4+] (ammonium formate). Run in C(=O)N (formamide). Conditions: temperature 150 celsius, time 6 hour. The product is OC=1C2=C(N=CN1)SC=C2 (4-hydroxythieno[2,3-d]pyrimidine). The yield is 71.9%. RXN SMILES: C([O:3][C:4]([C:6]1[CH:10]=[CH:9][S:8][C:7]=1[NH:11][CH:12]=O)=O)C.C([O-])=O.[NH4+:17]>C(N)=O>[OH:3][C:4]1[C:6]2[CH:10]=[CH:9][S:8][C:7]=2[N:11]=[CH:12][N:17]=1 |f:1.2|. Procedure details: 2-formylaminothiophene-3-carboxylic acid ethyl ester (3.0 g, 15.3 mmol) was dissolved in formamide (12 ml), to which ammonium formate (3.0 g, 48.2 mmol) was added and the mixture was stirred at 150° C. for 6 hours. The reaction mixture was allowed to stand overnight at room temperature and the crystals that formed were filtered to obtain 4-hydroxythieno[2,3-d]pyrimidine (1.7 g, 11.0 mmol) having the following physical properties: